Dataset: the Open Reaction Database (ORD), a public repository of structured organic reaction records. Task: describe an organic reaction: reactants, conditions, products, and yield Starting materials: CO, CCOC(=O)c1noc(-c2ccc(Cl)cc2)c1Cl, Cl, [Na+], [OH-]. Yields the product O=C(O)c1noc(-c2ccc(Cl)cc2)c1Cl. Reaction SMILES: [CH3:22][OH:23].[Cl:1][c:2]1[c:3]([C:14](=[O:15])[O:16][CH2:17][CH3:18])[n:4][o:5][c:6]1-[c:7]1[cH:8][cH:9][c:10]([Cl:13])[cH:11][cH:12]1.[ClH:21].[Na+:20].[OH-:19]>>[Cl:1][c:2]1[c:3]([C:14](=[O:15])[OH:16])[n:4][o:5][c:6]1-[c:7]1[cH:8][cH:9][c:10]([Cl:13])[cH:11][cH:12]1. Starting materials: O[PH2]=O (H3PO2), ClC=1C=CC=2N(N1)C(=CN2)C(C)(O)C=2C(=C1C=CC=NC1=CC2F)F ((rac)-1-(6-Chloro-imidazo[1,2-b]pyridazin-3-yl)-1-(5,7-difluoro-quinolin-6-yl)-ethanol), Intermediate D, [I-] (Iodide). The solvent is C(C)(=O)O (acetic acid). Yields the product ClC=1C=CC=2N(N1)C(=CN2)C(C)C=2C(=C1C=CC=NC1=CC2F)F ((rac)-6-[1-(6-Chloro-imidazo[1,2-b]pyridazin-3-yl)-ethyl]-5,7-difluoro-quinoline). As a reaction SMILES: [Cl:1][C:2]1[CH:3]=[CH:4][C:5]2[N:6]([C:8]([C:11]([C:14]3[C:15]([F:25])=[C:16]4[C:21](=[CH:22][C:23]=3[F:24])[N:20]=[CH:19][CH:18]=[CH:17]4)(O)[CH3:12])=[CH:9][N:10]=2)[N:7]=1.[I-].O[PH2]=O>C(O)(=O)C>[Cl:1][C:2]1[CH:3]=[CH:4][C:5]2[N:6]([C:8]([CH:11]([C:14]3[C:15]([F:25])=[C:16]4[C:21](=[CH:22][C:23]=3[F:24])[N:20]=[CH:19][CH:18]=[CH:17]4)[CH3:12])=[CH:9][N:10]=2)[N:7]=1. Procedure: (rac)-1-(6-Chloro-imidazo[1,2-b]pyridazin-3-yl)-1-(5,7-difluoro-quinolin-6-yl)-ethanol (Intermediate D, 23.2 g, 63.7 mmol was dissolved in acetic acid (317 mL) and introduced in 23 microwave reactor-vials. Iodide (2.11 g×23, 191 mmol), followed by H3PO2 50% (2.28 mL×23, 464 mmol) were then added into each vial. Then they were submitted to microwave irradiations 5 min at 150° C. The combined RMs were concentrated in vacuo and the residue was diluted with water, basified by a 4 M NaOH solution and... The reactants are C1CCOC1, Cc1cc(F)ccc1-c1nc(S(C)(=O)=O)nc2c1ccc(=O)n2-c1c(F)cccc1F, CC(C)(N)CO. Yields the product Cc1cc(F)ccc1-c1nc(NC(C)(C)CO)nc2c1ccc(=O)n2-c1c(F)cccc1F. As a reaction SMILES: [CH2:38]1[O:39][CH2:40][CH2:41][CH2:42]1.[F:1][c:2]1[c:3](-[n:9]2[c:10](=[O:31])[cH:11][cH:12][c:13]3[c:14]2[n:15][c:16]([S:27]([CH3:28])(=[O:29])=[O:30])[n:17][c:18]3-[c:19]2[c:20]([CH3:26])[cH:21][c:22]([F:25])[cH:23][cH:24]2)[c:4]([F:8])[cH:5][cH:6][cH:7]1.[NH2:32][C:33]([CH2:34][OH:35])([CH3:36])[CH3:37]>>[F:1][c:2]1[c:3](-[n:9]2[c:10](=[O:31])[cH:11][cH:12][c:13]3[c:14]2[n:15][c:16]([NH:32][C:33]([CH2:34][OH:35])([CH3:36])[CH3:37])[n:17][c:18]3-[c:19]2[c:20]([CH3:26])[cH:21][c:22]([F:25])[cH:23][cH:24]2)[c:4]([F:8])[cH:5][cH:6][cH:7]1. Reactants: O=C([O-])[O-], O=C(NCc1cccnc1)c1ccc2c(c1)ncn2-c1ccc(OCCCCl)cc1, [Cs+], [Cs+], [I-], [Na+], CN(C)C=O, Oc1ccccn1. Product: O=C(NCc1cccnc1)c1ccc2c(c1)ncn2-c1ccc(OCCCOc2ccccn2)cc1. Reaction SMILES: [C:38](=[O:39])([O-:40])[O-:41].[Cl:1][CH2:2][CH2:3][CH2:4][O:5][c:6]1[cH:7][cH:8][c:9](-[n:12]2[cH:13][n:14][c:15]3[c:16]2[cH:17][cH:18][c:19]([C:21](=[O:22])[NH:23][CH2:24][c:25]2[cH:26][n:27][cH:28][cH:29][cH:30]2)[cH:20]3)[cH:10][cH:11]1.[Cs+:42].[Cs+:43].[I-:45].[Na+:44].[O:46]=[CH:47][N:48]([CH3:49])[CH3:50].[n:31]1[c:32]([OH:37])[cH:33][cH:34][cH:35][cH:36]1>>[CH2:2]([CH2:3][CH2:4][O:5][c:6]1[cH:7][cH:8][c:9](-[n:12]2[cH:13][n:14][c:15]3[c:16]2[cH:17][cH:18][c:19]([C:21](=[O:22])[NH:23][CH2:24][c:25]2[cH:26][n:27][cH:28][cH:29][cH:30]2)[cH:20]3)[cH:10][cH:11]1)[O:37][c:32]1[n:31][cH:36][cH:35][cH:34][cH:33]1.